This data is from the Open Reaction Database (ORD), a public repository of structured organic reaction records. The task is: describe an organic reaction: reactants, conditions, products, and yield Reactants: C1(=CCCCC1)C1=C(C=CC(=C1)CS(=O)(=O)N1CCOCC1)NC(=O)C=1N(C=C(N1)C#N)COCC[Si](C)(C)C (4-cyano-1-(2-trimethylsilanyl-ethoxymethyl)-1H-imidazole-2-carboxylic acid [2-cyclohex-1-enyl-4-(morpholine-4-sulfonylmethyl)-phenyl]-amide), C(=O)(C(F)(F)F)O (TFA). Solvent: C(Cl)Cl (DCM), CCO (EtOH). Conditions: time 6 hour. Product: C1(=CCCCC1)C1=C(C=CC(=C1)CS(=O)(=O)N1CCOCC1)NC(=O)C=1NC=C(N1)C#N (4-Cyano-1H-imidazole-2-carboxylic acid [2-cyclohex-1-enyl-4-(morpholine-4-sulfonylmethyl)-phenyl]-amide). The yield is 95.0%. As a reaction SMILES: [C:1]1([C:7]2[CH:12]=[C:11]([CH2:13][S:14]([N:17]3[CH2:22][CH2:21][O:20][CH2:19][CH2:18]3)(=[O:16])=[O:15])[CH:10]=[CH:9][C:8]=2[NH:23][C:24]([C:26]2[N:27](COCC[Si](C)(C)C)[CH:28]=[C:29]([C:31]#[N:32])[N:30]=2)=[O:25])[CH2:6][CH2:5][CH2:4][CH2:3][CH:2]=1.C(O)(C(F)(F)F)=O>C(Cl)Cl.CCO>[C:1]1([C:7]2[CH:12]=[C:11]([CH2:13][S:14]([N:17]3[CH2:22][CH2:21][O:20][CH2:19][CH2:18]3)(=[O:15])=[O:16])[CH:10]=[CH:9][C:8]=2[NH:23][C:24]([C:26]2[NH:27][CH:28]=[C:29]([C:31]#[N:32])[N:30]=2)=[O:25])[CH2:6][CH2:5][CH2:4][CH2:3][CH:2]=1. Procedure details: To a solution of 4-cyano-1-(2-trimethylsilanyl-ethoxymethyl)-1H-imidazole-2-carboxylic acid [2-cyclohex-1-enyl-4-(morpholine-4-sulfonylmethyl)-phenyl]-amide (as prepared in the previous step, 33.7 mg, 0.057 mmol) in DCM (0.5 mL) and EtOH (10 μL), TFA (0.10 mL) was added. The resulting solution was stirred at RT for 6 h and concentrated in vacuo. The residue obtained was dried and purified on silica (30% EtOAc/hexane) to obtain the title compound (11 mg, 95%): 1H-NMR (CDCl3; 400 MHz): δ 9.63 (s, ... The reactants are C(#CCC)C#CCOCC#CC#CCC (3-butynyl-2-propynyl ether), COC(=O)C#CC(=O)OC (dimethylacetylenedicarboxylate). Run in C1(=CC=CC=C1)C (toluene). Run at temperature 105 celsius. Product: C1OCCC2=C1C=C(C(=C2)C(=O)OC)C(=O)OC (Dimethyl 3,4-dihydro-1H-2-benzopyran-6,7-dicarboxylate). Isolated yield 19.2%. Reaction SMILES: C([C:5]#[C:6][CH2:7][O:8][CH2:9][C:10]#[C:11][C:12]#CCC)#CCC.[CH3:16][O:17][C:18]([C:20]#[C:21][C:22]([O:24][CH3:25])=[O:23])=[O:19]>C1(C)C=CC=CC=1>[CH2:7]1[C:6]2[CH:5]=[C:21]([C:22]([O:24][CH3:25])=[O:23])[C:20]([C:18]([O:17][CH3:16])=[O:19])=[CH:12][C:11]=2[CH2:10][CH2:9][O:8]1. Procedure details: A mixture of 3-butynyl-2-propynyl ether (37.2 g, 0.344 mol), dimethylacetylenedicarboxylate (48.9 g, 0.344 mol) and toluene is divided into 2 portions and transferred to 2 addition funnels connected to the reaction vessel. The apparatus is fitted with a condenser and evacuated 4 times with a Firestone valve and nitrogen. The cobalt catalyst is added in equal amounts to each addition funnel. The reaction vessel which contains approximately 2L toluene is heated to 105° C. under a nitrogen atmosphe... Reactants: CCOC(=O)CCCOc1cc2nccc(Oc3ccc(NC(=O)Nc4ccc(F)cc4)c(F)c3)c2cc1C#N, CO, Cl, [Na+], [OH-], O, O. Product: N#Cc1cc2c(Oc3ccc(NC(=O)Nc4ccc(F)cc4)c(F)c3)ccnc2cc1OCCCC(=O)O. As a reaction SMILES: [C:1](#[N:2])[c:3]1[cH:4][c:5]2[c:6]([O:22][c:23]3[cH:24][c:25]([F:40])[c:26]([NH:29][C:30](=[O:31])[NH:32][c:33]4[cH:34][cH:35][c:36]([F:39])[cH:37][cH:38]4)[cH:27][cH:28]3)[cH:7][cH:8][n:9][c:10]2[cH:11][c:12]1[O:13][CH2:14][CH2:15][CH2:16][C:17](=[O:18])[O:19][CH2:20][CH3:21].[CH3:46][OH:47].[ClH:45].[Na+:42].[OH-:41].[OH2:43].[OH2:44]>>[C:1](#[N:2])[c:3]1[cH:4][c:5]2[c:6]([O:22][c:23]3[cH:24][c:25]([F:40])[c:26]([NH:29][C:30](=[O:31])[NH:32][c:33]4[cH:34][cH:35][c:36]([F:39])[cH:37][cH:38]4)[cH:27][cH:28]3)[cH:7][cH:8][n:9][c:10]2[cH:11][c:12]1[O:13][CH2:14][CH2:15][CH2:16][C:17](=[O:18])[OH:19]. The reactants are BrC1=NC(=CN=C1)C1=CC=C(C=C1)Cl (2-bromo-6-(4-chlorophenyl)pyrazine), C(C)(C)N(C(C)C)CC (N,N-diisopropylethylamine), C(CCC)NCC1=CC(=C(OCC(=O)OCC)C=C1)C (ethyl {4-[(butylamino)methyl]-2-methylphenoxy}acetate). The solvent is C(Cl)Cl (CH2Cl2). Reaction conditions: temperature 100 celsius. Product: C(CCC)N(C1=NC(=CN=C1)C1=CC=C(C=C1)Cl)CC1=CC(=C(OCC(=O)OCC)C=C1)C (Ethyl [4-({butyl[6-(4-chlorophenyl)pyrazin-2-yl]amino}methyl)-2-methylphenoxy]acetate). Isolated yield 16.7%. As a reaction SMILES: Br[C:2]1[CH:7]=[N:6][CH:5]=[C:4]([C:8]2[CH:13]=[CH:12][C:11]([Cl:14])=[CH:10][CH:9]=2)[N:3]=1.C(N(CC)C(C)C)(C)C.[CH2:24]([NH:28][CH2:29][C:30]1[CH:42]=[CH:41][C:33]([O:34][CH2:35][C:36]([O:38][CH2:39][CH3:40])=[O:37])=[C:32]([CH3:43])[CH:31]=1)[CH2:25][CH2:26][CH3:27]>C(Cl)Cl>[CH2:24]([N:28]([CH2:29][C:30]1[CH:42]=[CH:41][C:33]([O:34][CH2:35][C:36]([O:38][CH2:39][CH3:40])=[O:37])=[C:32]([CH3:43])[CH:31]=1)[C:2]1[CH:7]=[N:6][CH:5]=[C:4]([C:8]2[CH:13]=[CH:12][C:11]([Cl:14])=[CH:10][CH:9]=2)[N:3]=1)[CH2:25][CH2:26][CH3:27]. Procedure details: A mixture of 2-bromo-6-(4-chlorophenyl)pyrazine (0.27 g, 1 mmol), N,N-diisopropylethylamine (0.18 mL, 1 mmol) and ethyl {4-[(butylamino)methyl]-2-methylphenoxy}acetate (0.42 g, 1.5 mmol) was heated at 100° C. in a sealed reactivial for 18 h. The reaction mixture was then allowed to come to room temperature and the residue dissolved in CH2Cl2 (50 mL), the organic extract was washed water (15 mL) and passed through a hydrophobic frit before concentrating in vacuo. Purification by Biotage™ chromato... Reactants: N#Cc1ccc(CN)cc1, [H-], [Na+], COC(=O)c1cc2c([nH]c1=O)CCCCCC2, CN(C)C=O, O, O=C(O)CC(O)(CC(=O)O)C(=O)O. The product is COC(=O)c1cc2c(n(Cc3ccc(C#N)cc3)c1=O)CCCCCC2. Reaction SMILES: [C:20](#[N:21])[c:22]1[cH:23][cH:24][c:25]([CH2:26][NH2:27])[cH:28][cH:29]1.[H-:18].[Na+:19].[O:1]=[c:2]1[c:3]([C:14](=[O:15])[O:16][CH3:17])[cH:4][c:5]2[c:6]([nH:7]1)[CH2:8][CH2:9][CH2:10][CH2:11][CH2:12][CH2:13]2.[O:43]=[CH:44][N:45]([CH3:46])[CH3:47].[OH2:48].[OH:30][C:31]([CH2:32][C:33]([C:34](=[O:35])[OH:36])([CH2:37][C:38](=[O:39])[OH:40])[OH:41])=[O:42]>>[O:1]=[c:2]1[c:3]([C:14](=[O:15])[O:16][CH3:17])[cH:4][c:5]2[c:6]([n:7]1[CH2:26][c:25]1[cH:24][cH:23][c:22]([C:20]#[N:21])[cH:29][cH:28]1)[CH2:8][CH2:9][CH2:10][CH2:11][CH2:12][CH2:13]2. The reactants are O=C([O-])[O-], Nc1ccc(Br)cn1, [Na+], [Na+], O, C=CC(=O)O, Cl[Pd]Cl. Yields the product Nc1ccc(C=CC(=O)O)cn1. RXN SMILES: [C:14](=[O:15])([O-:16])[O-:17].[NH2:6][c:7]1[n:8][cH:9][c:10]([Br:13])[cH:11][cH:12]1.[Na+:18].[Na+:19].[OH2:20].[OH:1][C:2](=[O:3])[CH:4]=[CH2:5].[Pd:21]([Cl:22])[Cl:23]>>[OH:1][C:2](=[O:3])[CH:4]=[CH:5][c:10]1[cH:9][n:8][c:7]([NH2:6])[cH:12][cH:11]1. The reactants are [BH3-]C#N, O=C([O-])O, C=CCOC1C(n2cnc3c(=O)[nH]c(N)nc32)OC(C(O)[Si](c2ccccc2)(c2ccccc2)C(C)(C)C)C1(O)[Si](c1ccccc1)(c1ccccc1)C(C)(C)C, C[N+]1([O-])CCOCC1, CC(C)=O, ClCCl, [Na+], [Na+]. Yields the product CC(C)(C)[Si](c1ccccc1)(c1ccccc1)C(O)C1OC(n2cnc3c(=O)[nH]c(N)nc32)C(OCCO)C1(O)[Si](c1ccccc1)(c1ccccc1)C(C)(C)C. As a reaction SMILES: [C:66]([BH3-:67])#[N:68].[C:70](=[O:71])([OH:72])[O-:73].[CH2:1]([CH:2]=[CH2:3])[O:4][CH:5]1[CH:6]([n:47]2[cH:48][n:49][c:50]3[c:51](=[O:52])[nH:53][c:54]([NH2:55])[n:56][c:57]23)[O:7][CH:8]([CH:28]([OH:29])[Si:30]([c:31]2[cH:32][cH:33][cH:34][cH:35][cH:36]2)([c:37]2[cH:38][cH:39][cH:40][cH:41][cH:42]2)[C:43]([CH3:44])([CH3:45])[CH3:46])[C:9]1([OH:10])[Si:11]([c:12]1[cH:13][cH:14][cH:15][cH:16][cH:17]1)([c:18]1[cH:19][cH:20][cH:21][cH:22][cH:23]1)[C:24]([CH3:25])([CH3:26])[CH3:27].[CH3:58][N+:59]1([O-:60])[CH2:61][CH2:63][O:62][CH2:64][CH2:65]1.[CH3:78][C:79](=[O:80])[CH3:81].[Cl:75][CH2:76][Cl:77].[Na+:69].[Na+:74]>>[CH2:1]([CH2:2][OH:62])[O:4][CH:5]1[CH:6]([n:47]2[cH:48][n:49][c:50]3[c:51](=[O:52])[nH:53][c:54]([NH2:55])[n:56][c:57]23)[O:7][CH:8]([CH:28]([OH:29])[Si:30]([c:31]2[cH:32][cH:33][cH:34][cH:35][cH:36]2)([c:37]2[cH:38][cH:39][cH:40][cH:41][cH:42]2)[C:43]([CH3:44])([CH3:45])[CH3:46])[C:9]1([OH:10])[Si:11]([c:12]1[cH:13][cH:14][cH:15][cH:16][cH:17]1)([c:18]1[cH:19][cH:20][cH:21][cH:22][cH:23]1)[C:24]([CH3:25])([CH3:26])[CH3:27]. Starting materials: [Br-], COc1ccc(Br)c2c1CCC(=O)CC2, ClCCl, [K+], O=[N+]([O-])[O-], O, O=S(=O)(O)O. Product: COc1c([N+](=O)[O-])cc(Br)c2c1CCC(=O)CC2. As a reaction SMILES: [Br-:26].[Br:1][c:2]1[cH:3][cH:4][c:5]([O:14][CH3:15])[c:6]2[c:7]1[CH2:8][CH2:9][C:10](=[O:13])[CH2:11][CH2:12]2.[CH2:27]([Cl:28])[Cl:29].[K+:21].[O-:22][N+:23]([O-:24])=[O:25].[OH2:30].[S:16](=[O:17])(=[O:18])([OH:19])[OH:20]>>[Br:1][c:2]1[cH:3][c:4]([N+:23](=[O:22])[O-:24])[c:5]([O:14][CH3:15])[c:6]2[c:7]1[CH2:8][CH2:9][C:10](=[O:13])[CH2:11][CH2:12]2. Starting materials: [H-].[Na+] (sodium hydride), CI (methyliodide), ClC=1C=CC2=C(C(=NCC=3N2C(=NN3)CON)C3=CC=CC=C3)C1 (8-chloro-1-[(aminooxy)methyl]6-phenyl-4H-s-triazolo[4,3-a][1,4]benzodiazepine). Solvent: CN(C=O)C (dimethylformamide). Reaction conditions: time 18 hour. Yields the product N1C=CN=CC2=C1C=CC=C2 ([1,4]benzodiazepine). RXN SMILES: Cl[C:2]1[CH:3]=[CH:4][C:5]2[N:11]3C(CON)=NN=[C:10]3[CH2:9][N:8]=[C:7](C3C=CC=CC=3)[C:6]=2[CH:24]=1.[H-].[Na+].CI>CN(C)C=O>[NH:11]1[C:5]2[CH:4]=[CH:3][CH:2]=[CH:24][C:6]=2[CH:7]=[N:8][CH:9]=[CH:10]1 |f:1.2|. Procedure: A stirred solution of 8-chloro-1-[(aminooxy)methyl]6-phenyl-4H-s-triazolo[4,3-a][1,4]benzodiazepine (0.02 mole) in dry dimethylformamide (50 ml.) is cooled in an ice bath under nitrogen and treated successively with a 57% mineral oil suspension of sodium hydride (0.84 g,. 0.02 mole) and methyliodide (0.02 mole). The mixture is allowed to come slowly to ambient temperature and stand for 18 hours. It is then concentrated in vacuo. The residue is chromatographed on silica gel with methanol to give ... Reactants: Cl (Hydrochloric acid), BrC1=CC(=CN1S(=O)(=O)C1=CC=CC=C1)C(=O)OC (methyl 5-bromo-1-(phenylsulfonyl)-1H-pyrrole-3-carboxylate), solution, [H-].C(C(C)C)[Al+]CC(C)C (diisobutylaluminum hydride). The solvent is O1CCCC1 (tetrahydrofuran), C1(=CC=CC=C1)C (toluene). Conditions: temperature -78 celsius, time 1 hour. The product is BrC1=CC(=CN1S(=O)(=O)C1=CC=CC=C1)CO ([5-Bromo-1-(phenylsulfonyl)-1H-pyrrol-3-yl]methanol). The yield is 108.9%. As a reaction SMILES: [Br:1][C:2]1[N:6]([S:7]([C:10]2[CH:15]=[CH:14][CH:13]=[CH:12][CH:11]=2)(=[O:9])=[O:8])[CH:5]=[C:4]([C:16](OC)=[O:17])[CH:3]=1.[H-].C([Al+]CC(C)C)C(C)C.Cl>O1CCCC1.C1(C)C=CC=CC=1>[Br:1][C:2]1[N:6]([S:7]([C:10]2[CH:15]=[CH:14][CH:13]=[CH:12][CH:11]=2)(=[O:9])=[O:8])[CH:5]=[C:4]([CH2:16][OH:17])[CH:3]=1 |f:1.2|. Procedure details: A solution (80 mL) of methyl 5-bromo-1-(phenylsulfonyl)-1H-pyrrole-3-carboxylate (7.1 g) in tetrahydrofuran was cooled to −78° C., a 1.5 mol/l solution (42 mL) of diisobutylaluminum hydride in toluene was added dropwise over 30 min, and the mixture was further stirred at −78° C. for 1 hr. 1 mol/l Hydrochloric acid (20 mL) was added to the reaction mixture, and the mixture was extracted with ethyl acetate. The extract was washed with saturated aqueous sodium hydrogen carbonate, water, saturated b...